From a dataset of the Open Reaction Database (ORD), a public repository of structured organic reaction records. describe an organic reaction: reactants, conditions, products, and yield The reactants are ice, O=C(OC(Cl)(Cl)Cl)Cl (diphosgene), COC(=O)C=1N=C(SC1)NC([C@H]([C@@H](C)C1=CC=CC=C1)NC([C@H](N)C1=CC=C(C=C1)NC(C)=O)=O)=O (2-{(2S,3S)-2-[(R)-2-(4-acetylamino-phenyl)-2-amino-acetylamino]-3-phenyl-butyrylamino}-thiazole-4-carboxylic acid methyl ester). The solvent is ClCCl (dichloromethane), ClCCl (dichloromethane), C(C)(=O)OCC (ethyl acetate). Reaction conditions: time 15 minute. The product is COC(=O)C=1N=C(SC1)NC([C@H]([C@@H](C)C1=CC=CC=C1)N1C(N[C@@H](C1=O)C1=CC=C(C=C1)NC(C)=O)=O)=O (2-{(2S,3S)-2-[(R)-4-(4-acetylamino-phenyl)-2,5-dioxo-imidazolidin-1-yl]-3-phenyl-butyrylamino}-thiazole-4-carboxylic acid methyl ester). Yield: 119.9%. RXN SMILES: [CH3:1][O:2][C:3]([C:5]1[N:6]=[C:7]([NH:10][C:11](=[O:36])[C@@H:12]([NH:21][C:22](=[O:35])[C@@H:23]([C:25]2[CH:30]=[CH:29][C:28]([NH:31][C:32](=[O:34])[CH3:33])=[CH:27][CH:26]=2)[NH2:24])[C@H:13]([C:15]2[CH:20]=[CH:19][CH:18]=[CH:17][CH:16]=2)[CH3:14])[S:8][CH:9]=1)=[O:4].[O:37]=[C:38](Cl)OC(Cl)(Cl)Cl>ClCCl.C(OCC)(=O)C>[CH3:1][O:2][C:3]([C:5]1[N:6]=[C:7]([NH:10][C:11](=[O:36])[C@@H:12]([N:21]2[C:22](=[O:35])[C@@H:23]([C:25]3[CH:30]=[CH:29][C:28]([NH:31][C:32](=[O:34])[CH3:33])=[CH:27][CH:26]=3)[NH:24][C:38]2=[O:37])[C@H:13]([C:15]2[CH:16]=[CH:17][CH:18]=[CH:19][CH:20]=2)[CH3:14])[S:8][CH:9]=1)=[O:4]. Procedure: Crude 2-{(2S,3S)-2-[(R)-2-(4-acetylamino-phenyl)-2-amino-acetylamino]-3-phenyl-butyrylamino}-thiazole-4-carboxylic acid methyl ester (≈0.175 mmol) was dissolved in dichloromethane (10 mL) and diisopropylethyllamine (72 μL, 0.41 mmol) was added. The resulting mixture was added to an ice cooled solution of diphosgene (13 μL, 0.109 mmol) in dichloromethane (10 mL). The reaction mixture was stirred for 15 minutes, diluted with ethyl acetate (100 mL) and washed with 0.2M aqueous hydrochloric acid, sa... Reactants: CC(C)(C)OC(=O)N1CCC(CC1)C(=O)O (1-{[(1,1-dimethylethyl)oxy]carbonyl}-4-piperidinecarboxylic acid), FC(C1=C(C=CC=C1)CN)(F)F ({[2-(trifluoromethyl)phenyl]methyl}amine), C(C)(C)N(CC)C(C)C (diisopropylethylamine), CCN=C=NCCCN(C)C (EDCI). The reagents and catalysts are CN(C)C=1C=CN=CC1 (DMAP). Solvent: C(Cl)Cl (CH2Cl2). Conditions: temperature 0 celsius, time 30 minute. Yields the product FC(C1=C(C=CC=C1)CNC(=O)C1CCNCC1)(F)F (N-{[2-(trifluoromethyl)phenyl]methyl}-4-piperidinecarboxamide). Isolated yield 96.1%. As a reaction SMILES: CC(OC([N:8]1[CH2:13][CH2:12][CH:11]([C:14]([OH:16])=O)[CH2:10][CH2:9]1)=O)(C)C.[F:17][C:18]([F:28])([F:27])[C:19]1[CH:24]=[CH:23][CH:22]=[CH:21][C:20]=1[CH2:25][NH2:26].C(N(C(C)C)CC)(C)C.CCN=C=NCCCN(C)C>CN(C1C=CN=CC=1)C.C(Cl)Cl>[F:17][C:18]([F:27])([F:28])[C:19]1[CH:24]=[CH:23][CH:22]=[CH:21][C:20]=1[CH2:25][NH:26][C:14]([CH:11]1[CH2:10][CH2:9][NH:8][CH2:13][CH2:12]1)=[O:16]. Procedure: To a cold (0° C.) solution of 1-{[(1,1-dimethylethyl)oxy]carbonyl}-4-piperidinecarboxylic acid (3.68 g, 16.1 mmol, 1.00 equiv), {[2-(trifluoromethyl)phenyl]methyl}amine (2.57 mL, 18.3 mmol, 1.14 equiv), and DMAP (392 mg, 3.21 mmol, 0.200 equiv) in CH2Cl2 (100 mL) was added diisopropylethylamine (DIEA, 3.49 ml, 20.1 mmol, 1.25 equiv) and EDCI (3.11 g, 20.1 mmol, 1.25 equiv). The reaction mixture was stirred at 0° C. for 30 min and then at room temperature overnight. The solution was washed with H... Yields the product CCc1c(-c2nnc(-c3ccc(OC(C)C)c(Cl)c3)s2)cccc1C1CCNCC1. RXN SMILES: [Br:1][c:2]1[s:3][c:4](-[c:7]2[cH:8][c:9]([Cl:17])[c:10]([O:13][CH:14]([CH3:15])[CH3:16])[cH:11][cH:12]2)[n:5][n:6]1.[CH2:18]([CH3:19])[c:20]1[c:21]([CH:35]2[CH2:36][CH2:37][NH:38][CH2:39][CH2:40]2)[cH:22][cH:23][cH:24][c:25]1[B:26]1[O:27][C:28]([CH3:29])([CH3:30])[C:31]([CH3:32])([CH3:33])[O:34]1.[CH3:51][N:52]([CH3:53])[CH:54]=[O:55].[K+:46].[K+:47].[K+:48].[N:49]#[N:50].[OH2:56].[P:41]([O-:42])([O-:43])([O-:44])=[O:45].[cH:57]1[cH:58][cH:59][c:60]([P:61]([Pd:62]([P:63]([c:64]2[cH:65][cH:66][cH:67][cH:68][cH:69]2)([c:70]2[cH:71][cH:72][cH:73][cH:74][cH:75]2)[c:76]2[cH:77][cH:78][cH:79][cH:80][cH:81]2)([P:82]([c:83]2[cH:84][cH:85][cH:86][cH:87][cH:88]2)([c:89]2[cH:90][cH:91][cH:92][cH:93][cH:94]2)[c:95]2[cH:96][cH:97][cH:98][cH:99][cH:100]2)[P:101]([c:102]2[cH:103][cH:104][cH:105][cH:106][cH:107]2)([c:108]2[cH:109][cH:110][cH:111][cH:112][cH:113]2)[c:114]2[cH:115][cH:116][cH:117][cH:118][cH:119]2)([c:120]2[cH:121][cH:122][cH:123][cH:124][cH:125]2)[c:126]2[cH:127][cH:128][cH:129][cH:130][cH:131]2)[cH:132][cH:133]1>>[c:2]1(-[c:25]2[c:20]([CH2:18][CH3:19])[c:21]([CH:35]3[CH2:36][CH2:37][NH:38][CH2:39][CH2:40]3)[cH:22][cH:23][cH:24]2)[s:3][c:4](-[c:7]2[cH:8][c:9]([Cl:17])[c:10]([O:13][CH:14]([CH3:15])[CH3:16])[cH:11][cH:12]2)[n:5][n:6]1. Starting materials: CC(C)Oc1ccc(-c2nnc(Br)s2)cc1Cl, CCc1c(B2OC(C)(C)C(C)(C)O2)cccc1C1CCNCC1, CN(C)C=O, [K+], [K+], [K+], N#N, O, O=P([O-])([O-])[O-], c1ccc(P(c2ccccc2)(c2ccccc2)[Pd](P(c2ccccc2)(c2ccccc2)c2ccccc2)(P(c2ccccc2)(c2ccccc2)c2ccccc2)P(c2ccccc2)(c2ccccc2)c2ccccc2)cc1. The reactants are BrCC(=O)C=1C=C(SC1C)C(=S)OC (Methyl 4-(2-bromoacetyl)-5-methylthiothiophene-2-carboxylate), C(C)(C)C1=C(C=CC=C1)NC(=S)N (2-isopropyl phenyl thiourea). Product: Br.CC(C)C1=C(C=CC=C1)NC=1SC=C(N1)C=1C=C(SC1C)C(=S)OC (methyl 4-(2-{[2-(methylethyl)phenyl]amino}(1,3-thiazol-4-yl))-5-methylthiothiophene-2-carboxylate hydrobromide). Yield: 37.1%. Reaction SMILES: [Br:1][CH2:2][C:3]([C:5]1[CH:6]=[C:7]([C:11]([O:13][CH3:14])=[S:12])[S:8][C:9]=1[CH3:10])=O.[CH:15]([C:18]1[CH:23]=[CH:22][CH:21]=[CH:20][C:19]=1[NH:24][C:25]([NH2:27])=[S:26])([CH3:17])[CH3:16]>>[BrH:1].[CH3:17][CH:15]([C:18]1[CH:23]=[CH:22][CH:21]=[CH:20][C:19]=1[NH:24][C:25]1[S:26][CH:2]=[C:3]([C:5]2[CH:6]=[C:7]([C:11]([O:13][CH3:14])=[S:12])[S:8][C:9]=2[CH3:10])[N:27]=1)[CH3:16] |f:2.3|. Reported procedure: Methyl 4-(2-bromoacetyl)-5-methylthiothiophene-2-carboxylate (60 mg, 0.19 mmol) was allowed to react with 2-isopropyl phenyl thiourea (40 mg) as described in Example 154, step (a) to give 33.1 mg (36% yield) of methyl 4-(2-{[2-(methylethyl)phenyl]amino}(1,3-thiazol-4-yl))-5-methylthiothiophene-2-carboxylate hydrobromide. 1H NMR (DMSO-d6, 300 MHz) δ1.17 (d, 6H, J=6.7 Hz), 2.60, 2.65 (s, 3H rotomer), 3.27 (s, 1H), 3.82 (s, 3H), 7.13 (s, 1H), 7.14-7.25 (m, 2H), 7.34-7.37 (m, 1H), 7.78 (m, 1H), 7.99... Reactants: O[C@@H](CNCCOC1=CC=C(C=C1)C=1N=C(SC1)C)C=1C=CC(=NC1)NC(C)=O ((R)-N-[5-(1-hydroxy-2-{2-[4-(2-methyl-thiazol-4-yl)-phenoxy]-ethylamino}-ethyl)-pyridin-2-yl]-acetamide), [OH-].[Na+] (sodium hydroxide). Run in C(C)O (ethanol), O (water). Conditions: temperature 80 celsius. Product: NC1=CC=C(C=N1)[C@H](CNCCOC1=CC=C(C=C1)C=1N=C(SC1)C)O ((R)-1-(6-Amino-pyridin-3-yl)-2-{2-[4-(2-methyl-thiazol-4-yl)-phenoxy]-ethylamino}-ethanol). Yield: 73.5%. Reaction SMILES: [OH:1][C@H:2]([C:20]1[CH:21]=[CH:22][C:23]([NH:26]C(=O)C)=[N:24][CH:25]=1)[CH2:3][NH:4][CH2:5][CH2:6][O:7][C:8]1[CH:13]=[CH:12][C:11]([C:14]2[N:15]=[C:16]([CH3:19])[S:17][CH:18]=2)=[CH:10][CH:9]=1.[OH-].[Na+]>C(O)C.O>[NH2:26][C:23]1[N:24]=[CH:25][C:20]([C@@H:2]([OH:1])[CH2:3][NH:4][CH2:5][CH2:6][O:7][C:8]2[CH:13]=[CH:12][C:11]([C:14]3[N:15]=[C:16]([CH3:19])[S:17][CH:18]=3)=[CH:10][CH:9]=2)=[CH:21][CH:22]=1 |f:1.2|. Procedure details: In a round-bottomed flask, (R)-N-[5-(1-hydroxy-2-{2-[4-(2-methyl-thiazol-4-yl)-phenoxy]-ethylamino}-ethyl)-pyridin-2-yl]-acetamide (74 mg, 0.18 mmol) was dissolved in 1.0 mL of ethanol, and 1.0 mL of 2 M sodium hydroxide was added to the solution. The reaction mixture was then heated to about 80° C. for about twenty minutes, and was then diluted with water and adjusted to about pH 11. The aqueous phase was extracted with four portions of methylene chloride, and the combined organic extracts were...